describe an organic reaction: reactants, conditions, products, and yield From a dataset of the Open Reaction Database (ORD), a public repository of structured organic reaction records. The reactants are CC[SiH](CC)CC, CN1CCCC1=O, [K+], [K+], [K+], [K+], [K+], O=C(Nc1ccc(N2CCC2)nc1)c1cc2cc(Br)ccc2n1Cc1cccc(F)c1, O=P([O-])([O-])OP(=O)([O-])OP(=O)([O-])[O-]. The product is CC[Si](CC)(CC)c1ccc2c(c1)cc(C(=O)Nc1ccc(N3CCC3)nc1)n2Cc1cccc(F)c1. As a reaction SMILES: [CH2:32]([CH3:33])[SiH:34]([CH2:35][CH3:36])[CH2:37][CH3:38].[CH3:57][N:58]1[CH2:59][CH2:60][CH2:61][C:62]1=[O:63].[K+:52].[K+:53].[K+:54].[K+:55].[K+:56].[N:1]1([c:5]2[cH:6][cH:7][c:8]([NH:11][C:12](=[O:13])[c:14]3[n:15]([CH2:24][c:25]4[cH:26][c:27]([F:31])[cH:28][cH:29][cH:30]4)[c:16]4[cH:17][cH:18][c:19]([Br:23])[cH:20][c:21]4[cH:22]3)[cH:9][n:10]2)[CH2:2][CH2:3][CH2:4]1.[O-:39][P:40]([O:41][P:42]([O:43][P:44]([O-:45])([O-:46])=[O:47])([O-:48])=[O:49])(=[O:50])[O-:51]>>[N:1]1([c:5]2[cH:6][cH:7][c:8]([NH:11][C:12](=[O:13])[c:14]3[n:15]([CH2:24][c:25]4[cH:26][c:27]([F:31])[cH:28][cH:29][cH:30]4)[c:16]4[cH:17][cH:18][c:19]([Si:34]([CH2:32][CH3:33])([CH2:35][CH3:36])[CH2:37][CH3:38])[cH:20][c:21]4[cH:22]3)[cH:9][n:10]2)[CH2:2][CH2:3][CH2:4]1. Starting materials: C(C)NC1=CC(=CC=C1)C (N-ethyl-m-toluidine), C(C=C)(=O)OC(C)C (isopropyl acrylate), C(C)(=O)O (acetic acid). Solvent: CCOCC (ether). Product: C(C)N(C1=CC(=CC=C1)C)CCC(=O)OC(C)C (N-Ethyl-N-(2-isopropoxycarbonylethyl)-m-toluidine). Yield: 88.2%. RXN SMILES: [CH2:1]([NH:3][C:4]1[CH:9]=[CH:8][CH:7]=[C:6]([CH3:10])[CH:5]=1)[CH3:2].[C:11]([O:15][CH:16]([CH3:18])[CH3:17])(=[O:14])[CH:12]=[CH2:13].C(O)(=O)C>CCOCC>[CH2:1]([N:3]([CH2:13][CH2:12][C:11]([O:15][CH:16]([CH3:18])[CH3:17])=[O:14])[C:4]1[CH:9]=[CH:8][CH:7]=[C:6]([CH3:10])[CH:5]=1)[CH3:2]. Procedure: A mixture of 13.5 g (0.1 mole) N-ethyl-m-toluidine, 11.4 g (0.1 mole) isopropyl acrylate and 2 ml glacial acetic acid was heated over the steam bath for 16 hours. The mixture was cooled and diluted with ether. The ether solution was washed with 10 ml water, twice with 10 ml portions of 5% sodium carbonate solution, once with 10 ml of water and then dried over sodium sulfate. Removal of the ether with a rotary evaporator at 50° C. and reduced pressure gave 22.0 g (86%) of oil, which was pure by t...